This data is from the Open Reaction Database (ORD), a public repository of structured organic reaction records. The task is: describe an organic reaction: reactants, conditions, products, and yield The reactants are Brc1ccccn1, CC(C)(C)OC(=O)c1cccc(C=CC(=O)N2C(=O)OCC2Cc2ccccc2)c1, C1CCOC1, CSC, CC(C)[Mg+], [Cl-]. Product: CC(C)(C)OC(=O)c1cccc(C(CC(=O)N2C(=O)OCC2Cc2ccccc2)c2ccccn2)c1. As a reaction SMILES: [Br:6][c:7]1[cH:8][cH:9][cH:10][cH:11][n:12]1.[CH2:13]([c:14]1[cH:15][cH:16][cH:17][cH:18][cH:19]1)[CH:20]1[N:21]([C:26]([CH:27]=[CH:28][c:29]2[cH:30][c:31]([C:32](=[O:33])[O:34][C:35]([CH3:36])([CH3:37])[CH3:38])[cH:39][cH:40][cH:41]2)=[O:42])[C:22](=[O:25])[O:23][CH2:24]1.[CH2:43]1[O:44][CH2:45][CH2:46][CH2:47]1.[CH3:48][S:49][CH3:50].[CH:2]([Mg+:3])([CH3:4])[CH3:5].[Cl-:1]>>[c:7]1([CH:28]([CH2:27][C:26]([N:21]2[CH:20]([CH2:13][c:14]3[cH:15][cH:16][cH:17][cH:18][cH:19]3)[CH2:24][O:23][C:22]2=[O:25])=[O:42])[c:29]2[cH:30][c:31]([C:32](=[O:33])[O:34][C:35]([CH3:36])([CH3:37])[CH3:38])[cH:39][cH:40][cH:41]2)[cH:8][cH:9][cH:10][cH:11][n:12]1. Reactants: BrCc1ccccc1, C=C(C)c1cc(C(=O)Nc2ccc(CN3CCOCC3)cc2)c(OCc2ccccc2)cc1OCc1ccccc1, CCOC(C)=O, [H-], [Na+], CN(C)C=O, O. Product: C=C(C)c1cc(C(=O)N(Cc2ccccc2)c2ccc(CN3CCOCC3)cc2)c(OCc2ccccc2)cc1OCc1ccccc1. As a reaction SMILES: [Br:44][CH2:45][c:46]1[cH:47][cH:48][cH:49][cH:50][cH:51]1.[CH2:1]([c:2]1[cH:3][cH:4][cH:5][cH:6][cH:7]1)[O:8][c:9]1[c:10]([C:11](=[O:12])[NH:13][c:14]2[cH:15][cH:16][c:17]([CH2:20][N:21]3[CH2:22][CH2:23][O:24][CH2:25][CH2:26]3)[cH:18][cH:19]2)[cH:27][c:28]([C:39](=[CH2:40])[CH3:41])[c:29]([O:31][CH2:32][c:33]2[cH:34][cH:35][cH:36][cH:37][cH:38]2)[cH:30]1.[CH3:57][CH2:58][O:59][C:60]([CH3:61])=[O:62].[H-:43].[Na+:42].[O:52]=[CH:53][N:54]([CH3:55])[CH3:56].[OH2:63]>>[CH2:1]([c:2]1[cH:3][cH:4][cH:5][cH:6][cH:7]1)[O:8][c:9]1[c:10]([C:11](=[O:12])[N:13]([c:14]2[cH:15][cH:16][c:17]([CH2:20][N:21]3[CH2:22][CH2:23][O:24][CH2:25][CH2:26]3)[cH:18][cH:19]2)[CH2:45][c:46]2[cH:47][cH:48][cH:49][cH:50][cH:51]2)[cH:27][c:28]([C:39](=[CH2:40])[CH3:41])[c:29]([O:31][CH2:32][c:33]2[cH:34][cH:35][cH:36][cH:37][cH:38]2)[cH:30]1.